From a dataset of the Open Reaction Database (ORD), a public repository of structured organic reaction records. describe an organic reaction: reactants, conditions, products, and yield The product is CC(C)(C)C(=O)NCCO. Starting materials: CC(C)(C)C(=O)Cl, [K+], NCCO, [OH-], O. As a reaction SMILES: [C:7]([C:8]([CH3:9])([CH3:10])[CH3:11])(=[O:12])[Cl:13].[K+:6].[NH2:1][CH2:2][CH2:3][OH:4].[OH-:5].[OH2:14]>>[NH:1]([CH2:2][CH2:3][OH:4])[C:7]([C:8]([CH3:9])([CH3:10])[CH3:11])=[O:12].